The task is: describe an organic reaction: reactants, conditions, products, and yield. This data is from the Open Reaction Database (ORD), a public repository of structured organic reaction records. Reactants: COC1=C(C(=O)O)C=C(C(=C1)N)S(=O)(=O)CC (2-methoxy-4-amino-5-ethylsulphonyl benzoic acid), CC(=O)C (acetone), C1(CCCCC1)CN1CC(CC1)N (1-cyclohexylmethyl-3-amino-pyrrolidine), ClC(=O)OCC(C)C (isobutyl chloroformate). Solvent: C(C)N(CC)CC (triethylamine), O (water), O (water). Conditions: temperature 0 celsius, time 45 minute. The product is C1(CCCCC1)CN1CC(CC1)NC(C=1C(C(C(=C(C1)CC)N)=S(=O)=O)OC)=O (N-(1-cyclohexylmethyl-3-pyrrolidinyl)-2-methoxy-4-amino-5-ethyl-sulphonyl-benzamide). As a reaction SMILES: CO[C:3]1[CH:11]=[C:10]([NH2:12])[C:9]([S:13](CC)(=[O:15])=[O:14])=[CH:8][C:4]=1[C:5]([OH:7])=O.C[C:19]([CH3:21])=O.Cl[C:23](OCC(C)C)=[O:24].[CH:30]1([CH2:36][N:37]2[CH2:41][CH2:40][CH:39]([NH2:42])[CH2:38]2)[CH2:35][CH2:34][CH2:33][CH2:32][CH2:31]1>O.C(N(CC)CC)C>[CH:30]1([CH2:36][N:37]2[CH2:41][CH2:40][CH:39]([NH:42][C:5](=[O:7])[C:4]3[CH:8]([O:24][CH3:23])[C:9](=[S:13](=[O:14])=[O:15])[C:10]([NH2:12])=[C:11]([CH2:19][CH3:21])[CH:3]=3)[CH2:38]2)[CH2:31][CH2:32][CH2:33][CH2:34][CH2:35]1. Procedure details: 7.8 g of 2-methoxy-4-amino-5-ethylsulphonyl benzoic acid, 70 ml of acetone, 10 ml of water and 3 g of triethylamine are placed in a 250 ml flask fitted with an agitator, a thermometer and a dropping funnel. The mixture is cooled to 0° C. and 4.1 g of isobutyl chloroformate is poured in drop by drop. It is agitated for 45 minutes at 0° C. and 6 g of 1-cyclohexylmethyl-3-amino-pyrrolidine is dripped in. The reaction is continued for 2 hours at room temperature, 80 ml of water and 5 ml of soda lye ... The reactants are C(C)(C)(C)OC(=O)C1N(CCC1)C(C(C)NC(C1=CC(=C(C=C1)N)Cl)=O)=O (1-[2-(4-amino-3-chloro-benzoylamino)-propionyl]-pyrrolidine-2-carboxylic acid tert-butyl ester), syn-(2-cyclohexylmethoxy-5-oxo-tetrahydro-furan-3-yl)-carbamic acid allyl ester, O=C1CC(C(O1)OCCC1=CC=CC=C1)NC(=O)C1N(CCC1)C(C(C)NC(C1=CC(=C(C=C1)N)Cl)=O)=O (1-[2-(4-Amino-3-chloro-benzoylamino)-propionyl]-pyrrolidine-2-carboxylic acid (5-oxo-2-phenethyloxy-tetrahydro-furan-3-yl)-amide). The product is C1(CCCCC1)COC1OC(CC1NC(=O)C1N(CCC1)C(C(C)NC(C1=CC(=C(C=C1)N)Cl)=O)=O)=O (1-[2-(4-Amino-3-chloro-benzoylamino)-propionyl]-pyrrolidine-2-carboxylic acid (2-cyclohexylmethoxy-5-oxo-tetrahydro-furan-3-yl)-amide). The yield is 56.0%. As a reaction SMILES: C(O[C:6]([CH:8]1[CH2:12][CH2:11][CH2:10][N:9]1[C:13](=[O:27])[CH:14]([NH:16][C:17](=[O:26])[C:18]1[CH:23]=[CH:22][C:21]([NH2:24])=[C:20]([Cl:25])[CH:19]=1)[CH3:15])=[O:7])(C)(C)C.[O:28]=[C:29]1[O:33][CH:32]([O:34][CH2:35][CH2:36][C:37]2[CH:42]=[CH:41][CH:40]=[CH:39]C=2)[CH:31]([NH:43]C(C2CCCN2C(=O)C(NC(=O)C2C=CC(N)=C(Cl)C=2)C)=O)[CH2:30]1>>[CH:36]1([CH2:35][O:34][CH:32]2[CH:31]([NH:43][C:6]([CH:8]3[CH2:12][CH2:11][CH2:10][N:9]3[C:13](=[O:27])[CH:14]([NH:16][C:17](=[O:26])[C:18]3[CH:23]=[CH:22][C:21]([NH2:24])=[C:20]([Cl:25])[CH:19]=3)[CH3:15])=[O:7])[CH2:30][C:29](=[O:28])[O:33]2)[CH2:37][CH2:42][CH2:41][CH2:40][CH2:39]1. Procedure details: Prepared from 97a and syn-(2-cyclohexylmethoxy-5-oxo-tetrahydro-furan-3-yl)-carbamic acid allyl ester according to the procedure used to prepare 98a to afford 113 mg (56% yield) of the title compound. 1H-NMR (500 MHz, CDCl3): δ 0.70-1.35 (m, 5H), 1.35-1.90 (m, 8H), 1.90-2.20 (m, 3H), 2.30-2.60 (m, H), 2.80-3.00 (m, H), 3.15-3.80 (m, 4H), 4.28-4.75 (m, 4H), 4.89-4.93 (m, H), 5.42 (d, H), 6.74 (d, H), 6.87 (d, H), 7.30 (d, H), 7.51-7.53 (m, H), 7.74 (d, H); retention time on analytical HPLC: 12.02... The reactants are ClC=1C=C2N=C3CCCC(C3=C(C2=CC1)NCC1=CC=C(C=C1)F)=O (6-chloro-3,4-dihydro-9-(4-fluorobenzylamino)acridin-1(2H)-one), [H-].[H-].[H-].[H-].[Li+].[Al+3] (LiAlH4). The solvent is C1CCOC1 (THF), C1CCOC1 (THF). Run at temperature 10 celsius, time 0.5 hour. The product is ClC=1C=C2N=C3CCCC(C3=C(C2=CC1)NCC1=CC=C(C=C1)F)O (6-Chloro-9-(4-fluorobenzylamino)-1,2,3,4-tetrahydroacridin-1-ol). The yield is 77.9%. RXN SMILES: [Cl:1][C:2]1[CH:3]=[C:4]2[C:13](=[CH:14][CH:15]=1)[C:12]([NH:16][CH2:17][C:18]1[CH:23]=[CH:22][C:21]([F:24])=[CH:20][CH:19]=1)=[C:11]1[C:6]([CH2:7][CH2:8][CH2:9][C:10]1=[O:25])=[N:5]2.[H-].[H-].[H-].[H-].[Li+].[Al+3]>C1COCC1>[Cl:1][C:2]1[CH:3]=[C:4]2[C:13](=[CH:14][CH:15]=1)[C:12]([NH:16][CH2:17][C:18]1[CH:19]=[CH:20][C:21]([F:24])=[CH:22][CH:23]=1)=[C:11]1[C:6]([CH2:7][CH2:8][CH2:9][CH:10]1[OH:25])=[N:5]2 |f:1.2.3.4.5.6|. Procedure details: In 100 ml of dry THF was added 4.06 g of 6-chloro-3,4-dihydro-9-(4-fluorobenzylamino)acridin-1(2H)-one and the mechanically stirred solution was cooled to 10° C. under a nitrogen atmosphere. To the reaction was added 5.8 ml of 1M LiAlH4 in THF over 15 minutes. After 1/2 hour the reaction was complete by TLC analysis, so it was quenched with 1 ml of saturated ammonium chloride solution and the inorganic salts were filtered off. The filtrate was evaporated to a solid which was recrystallized from ...